This data is from the Open Reaction Database (ORD), a public repository of structured organic reaction records. The task is: describe an organic reaction: reactants, conditions, products, and yield Reactants: COC(=O)CC(C)=O, CC(=O)O, CO, NCc1ccccc1. The product is COC(=O)CC(C)NCc1ccccc1. Reaction SMILES: [C:1]([CH2:2][C:3](=[O:4])[CH3:5])(=[O:6])[O:7][CH3:8].[CH3:17][C:18](=[O:19])[OH:20].[CH3:21][OH:22].[NH2:9][CH2:10][c:11]1[cH:12][cH:13][cH:14][cH:15][cH:16]1>>[C:1]([CH2:2][CH:3]([CH3:5])[NH:9][CH2:10][c:11]1[cH:12][cH:13][cH:14][cH:15][cH:16]1)(=[O:6])[O:7][CH3:8]. Starting materials: CC[SiH](CC)CC, ClCCl, O, O=C(O)C(F)(F)F, CC(O)(c1ccccc1O)c1ccccc1O. Yields the product CC(c1ccccc1O)c1ccccc1O. As a reaction SMILES: [CH2:25]([SiH:26]([CH2:27][CH3:28])[CH2:29][CH3:30])[CH3:31].[Cl:33][CH2:34][Cl:35].[OH2:32].[OH:18][C:19]([C:20]([F:21])([F:22])[F:23])=[O:24].[OH:1][c:2]1[c:3]([C:8]([CH3:9])([OH:10])[c:11]2[c:12]([OH:17])[cH:13][cH:14][cH:15][cH:16]2)[cH:4][cH:5][cH:6][cH:7]1>>[OH:1][c:2]1[c:3]([CH:8]([CH3:9])[c:11]2[c:12]([OH:17])[cH:13][cH:14][cH:15][cH:16]2)[cH:4][cH:5][cH:6][cH:7]1. The reactants are S(O)(O)(=O)=O (sulfuric acid), C1(CCCC1)CC(=O)O (cyclopentylacetic acid), CCO (EtOH). Product: C(C)OC(CC1CCCC1)=O (cyclopentylacetic acid ethyl ester). Reaction SMILES: S(=O)(=O)(O)O.[CH:6]1([CH2:11][C:12]([OH:14])=[O:13])[CH2:10][CH2:9][CH2:8][CH2:7]1.[CH3:15][CH2:16]O>>[CH2:15]([O:13][C:12](=[O:14])[CH2:11][CH:6]1[CH2:10][CH2:9][CH2:8][CH2:7]1)[CH3:16]. Reported procedure: Concentrated sulfuric acid (1 mL) was added to a solution of cyclopentylacetic acid (5.8 mL, 46 mmol) in anhydrous EtOH (15 mL) and heated to reflux for 3 hours. Thereafter, volatiles were removed under reduced pressure and the residue was diluted with water and ethyl acetate. The organic layer was separated, washed with 5% sodium bicarbonate, brine, dried over Na2SO4, and filtered. After evaporation of solvent under reduced pressure, a syrupy cyclopentylacetic acid ethyl ester was obtained and ... The reactants are ClCc1nccn1Cc1ccccc1, ClCc1nccn1Cc1ccccc1, CCC(=O)CC(=O)CC, CCO, Cl, [I-], [K+]. The product is CCC(=O)C(Cc1nccn1Cc1ccccc1)C(=O)CC. As a reaction SMILES: [CH2:10]([c:11]1[cH:12][cH:13][cH:14][cH:15][cH:16]1)[n:17]1[c:18]([CH2:22][Cl:23])[n:19][cH:20][cH:21]1.[CH2:25]([n:26]1[cH:27][cH:28][n:29][c:30]1[CH2:31][Cl:32])[c:33]1[cH:34][cH:35][cH:36][cH:37][cH:38]1.[CH3:1][CH2:2][C:3]([CH2:4][C:5]([CH2:6][CH3:7])=[O:8])=[O:9].[CH3:41][CH2:42][OH:43].[ClH:24].[I-:40].[K+:39]>>[CH3:1][CH2:2][C:3]([CH:4]([C:5]([CH2:6][CH3:7])=[O:8])[CH2:22][c:18]1[n:17]([CH2:10][c:11]2[cH:12][cH:13][cH:14][cH:15][cH:16]2)[cH:21][cH:20][n:19]1)=[O:9]. The product is Cc1cc(OCc2ccccc2)cc2c1ccn2CC(=O)OC(C)(C)C. As a reaction SMILES: [C:19]([CH3:20])([CH3:21])([CH3:22])[O:23][C:24]([CH2:25][Br:26])=[O:27].[C:28](=[O:29])([O-:30])[O-:31].[CH2:1]([c:2]1[cH:3][cH:4][cH:5][cH:6][cH:7]1)[O:8][c:9]1[cH:10][c:11]([CH3:18])[c:12]2[cH:13][cH:14][nH:15][c:16]2[cH:17]1.[Cs+:32].[Cs+:33].[O:34]=[CH:35][N:36]([CH3:37])[CH3:38]>>[CH2:1]([c:2]1[cH:3][cH:4][cH:5][cH:6][cH:7]1)[O:8][c:9]1[cH:10][c:11]([CH3:18])[c:12]2[cH:13][cH:14][n:15]([CH2:25][C:24]([O:23][C:19]([CH3:20])([CH3:21])[CH3:22])=[O:27])[c:16]2[cH:17]1. The reactants are CC(C)(C)OC(=O)CBr, O=C([O-])[O-], Cc1cc(OCc2ccccc2)cc2[nH]ccc12, [Cs+], [Cs+], CN(C)C=O. Starting materials: COC1=CSC=C1 (3-methoxythiophene), ClC(C)O (chloroethanol), C(CCC)[Li] (butyllithium), [S] (sulfur). The product is COC1=C(SC=C1)CCO (2-(3-Methoxy-2-thienyl)-ethanol). RXN SMILES: [CH3:1][O:2][C:3]1[CH:7]=[CH:6][S:5][CH:4]=1.C([Li])CCC.[S].Cl[CH:15]([OH:17])[CH3:16]>>[CH3:1][O:2][C:3]1[CH:7]=[CH:6][S:5][C:4]=1[CH2:16][CH2:15][OH:17] |^3:12|. Procedure details: The compound is produced analogously to Example 1 from 11.4 g. (100 mmol) of 3-methoxythiophene, 45.5 ml. (about 100 mmol) of about 22% butyllithium solution (in hexane), 3.2 g. (100 mmol) of sulfur, and 8.05 g. (100 mmol) of chloroethanol. Bulb tube distillation at 0.04 torr (bath temperature: 118°-129°) yields the alcohol as a slightly yellow oil.